Dataset: the Open Reaction Database (ORD), a public repository of structured organic reaction records. Task: describe an organic reaction: reactants, conditions, products, and yield Starting materials: ClC1=CC=C(C=C1)CN ((4-chlorophenyl)methanamine), C(CCC)=O (butyraldehyde). Yields the product ClC1=CC=C(CNCCCC)C=C1 (N-(4-Chlorobenzyl)butan-1-amine). Isolated yield 40.2%. As a reaction SMILES: [Cl:1][C:2]1[CH:7]=[CH:6][C:5]([CH2:8][NH2:9])=[CH:4][CH:3]=1.[CH:10](=O)[CH2:11][CH2:12][CH3:13]>>[Cl:1][C:2]1[CH:7]=[CH:6][C:5]([CH2:8][NH:9][CH2:10][CH2:11][CH2:12][CH3:13])=[CH:4][CH:3]=1. Reported procedure: Following a procedure analogous to that for the synthesis of Example 106, (4-chlorophenyl)methanamine (750 mg, 5.30 mmol) and butyraldehyde (480 μL, 5.30 mmol) were converted to the title compound (421 mg, 40%). 1H NMR (CDCl3) δ 7.55 (d, J=8.4 Hz, 2H), 7.41-7.34 (m, 2H), 3.98 (s, 2H), 2.78-2.70 (m, 2H), 1.79 (td, J=7.7, 15.6 Hz, 2H), 1.36 (qd, J=7.4, 15.1 Hz, 2H), 0.95-0.88 (m, 4H); MS(ESI+) m/z 198.1 (M+H)+. The reactants are COC(=O)C=1N=C(NC1)C (2-Methyl-1H-imidazole-4-carboxylic acid methyl ester), [OH-].[Li+] (lithium hydroxide), Cl (hydrochloric acid), [H-].[Na+] (sodium hydride), ClCOCC[Si](C)(C)C ((2-Chloromethoxy-ethyl)-trimethyl-silane). Run in O (Water), O (water), CN(C)C=O (DMF). Yields the product CC=1N(C=C(N1)C(=O)O)COCC[Si](C)(C)C (2-Methyl-1-(2-trimethylsilanyl-ethoxymethyl)-1H-imidazole-4-carboxylic acid). RXN SMILES: C[O:2][C:3]([C:5]1[N:6]=[C:7]([CH3:10])[NH:8][CH:9]=1)=[O:4].[H-].[Na+].Cl[CH2:14][O:15][CH2:16][CH2:17][Si:18]([CH3:21])([CH3:20])[CH3:19].[OH-].[Li+].Cl>CN(C=O)C.O>[CH3:10][C:7]1[N:8]([CH2:14][O:15][CH2:16][CH2:17][Si:18]([CH3:21])([CH3:20])[CH3:19])[CH:9]=[C:5]([C:3]([OH:2])=[O:4])[N:6]=1 |f:1.2,4.5|. Reported procedure: 2-Methyl-1H-imidazole-4-carboxylic acid methyl ester (10.4 g, 74.1 mmol) is taken up in 100 mL DMF, sodium hydride (4.15 g, 60% in mineral oil, 104 mmol) is added portion wise and the reaction mixture is stirred at RT until all gas evolution has ceased. (2-Chloromethoxy-ethyl)-trimethyl-silane (14.4 mL, 81.6 mmol) is added and the reaction mixture is stirred at RT for 0.5 h. Water is added and the reaction mixture is extracted with ethylacetate, the combined organic phases are dried over MgSO4 a... Starting materials: ClCCl, CO, COC(=O)C(=O)NC1(C(=O)NCc2ccc(-c3cccc(F)c3C(=O)OC)cc2F)CC1, N. Yields the product COC(=O)c1c(F)cccc1-c1ccc(CNC(=O)C2(NC(=O)C(N)=O)CC2)c(F)c1. RXN SMILES: [CH2:34]([Cl:35])[Cl:36].[CH3:37][OH:38].[F:1][c:2]1[c:3]([C:29](=[O:30])[O:31][CH3:32])[c:4](-[c:8]2[cH:9][c:10]([F:28])[c:11]([CH2:14][NH:15][C:16](=[O:17])[C:18]3([NH:21][C:22]([C:23]([O:25][CH3:24])=[O:26])=[O:27])[CH2:19][CH2:20]3)[cH:12][cH:13]2)[cH:5][cH:6][cH:7]1.[NH3:33]>>[F:1][c:2]1[c:3]([C:29](=[O:30])[O:31][CH3:32])[c:4](-[c:8]2[cH:9][c:10]([F:28])[c:11]([CH2:14][NH:15][C:16](=[O:17])[C:18]3([NH:21][C:22]([C:23](=[O:25])[NH2:33])=[O:27])[CH2:19][CH2:20]3)[cH:12][cH:13]2)[cH:5][cH:6][cH:7]1. The reactants are ClC1=C(C(=O)NC2=C(C=C(C=C2)C2=CC(=NN2C)C(F)(F)F)OC)C=CC=C1 (2-chloro-N-(2-methoxy-4-(1-methyl-3-(trifluoromethyl)-1H-pyrazol-5-yl)phenyl)benzamide), B(Br)(Br)Br (BBr3). The solvent is C(Cl)Cl (DCM). Reaction conditions: time 1.5 hour. Yields the product ClC1=C(C(=O)NC2=C(C=C(C=C2)C2=CC(=NN2C)C(F)(F)F)O)C=CC=C1 (2-chloro-N-(2-hydroxy-4-(1-methyl-3-(trifluoromethyl)-1H-pyrazol-5-yl)phenyl)benzamide). RXN SMILES: [Cl:1][C:2]1[CH:28]=[CH:27][CH:26]=[CH:25][C:3]=1[C:4]([NH:6][C:7]1[CH:12]=[CH:11][C:10]([C:13]2[N:17]([CH3:18])[N:16]=[C:15]([C:19]([F:22])([F:21])[F:20])[CH:14]=2)=[CH:9][C:8]=1[O:23]C)=[O:5].B(Br)(Br)Br>C(Cl)Cl>[Cl:1][C:2]1[CH:28]=[CH:27][CH:26]=[CH:25][C:3]=1[C:4]([NH:6][C:7]1[CH:12]=[CH:11][C:10]([C:13]2[N:17]([CH3:18])[N:16]=[C:15]([C:19]([F:20])([F:22])[F:21])[CH:14]=2)=[CH:9][C:8]=1[OH:23])=[O:5]. Procedure details: To a solution of 27 (132 mg, 0.32 mmol) in 10 ml DCM was added a solution of BBr3 (1M in DCM, 3 ml). After stirred at r.t. for 1.5 h, the reaction mixture was evaporated to dryness. The solid residue was dissolved in EA, washed with aq. NaHCO3, brine and water. Org. phase was dried over sodium sulfate and evaporated to dryness to give 28 as a yellow solid. Starting materials: C(C1=CC=CC=C1)ON1[C@@H]2CC[C@H](N(C1=O)C2)C(=O)NNC(COC)=O ((2S,5R)-6-(benzyloxy)-N′-(methoxyacetyl)-7-oxo-1,6-diazabicyclo[3.2.1]octane-2-carbohydrazide). The reagents and catalysts are [Pd] (Pd/C). The solvent is CO (methanol). Run at time 3 hour. Product: ON1[C@@H]2CC[C@H](N(C1=O)C2)C(=O)NNC(COC)=O ((2S,5R)-6-hydroxy-N′-(methoxyacetyl)-7-oxo-1,6-diazabicyclo[3.2.1]octane-2-carbohydrazide). Yield: 94.3%. Reaction SMILES: C([O:8][N:9]1[C:15](=[O:16])[N:14]2[CH2:17][C@H:10]1[CH2:11][CH2:12][C@H:13]2[C:18]([NH:20][NH:21][C:22](=[O:26])[CH2:23][O:24][CH3:25])=[O:19])C1C=CC=CC=1>CO.[Pd]>[OH:8][N:9]1[C:15](=[O:16])[N:14]2[CH2:17][C@H:10]1[CH2:11][CH2:12][C@H:13]2[C:18]([NH:20][NH:21][C:22](=[O:26])[CH2:23][O:24][CH3:25])=[O:19]. Procedure details: A mixture of (2S,5R)-6-(benzyloxy)-N′-(methoxyacetyl)-7-oxo-1,6-diazabicyclo[3.2.1]octane-2-carbohydrazide 219 (0.27 g, 0.74 mmol) and Pd/C (0.10 g) in methanol (20 mL) was hydrogenated at 1 atm at room temperature for 3 h. The mixture was filtered through Celite and concentrated to provide 220 (0.19 g, 90%) as a white foam. Reactants: crude solution, O1C(C1)CN1C(C2=CC=CC=C2C1=O)=O (2-(oxiran-2-ylmethyl)-1H-isoindole-1,3(2H)-dione), ClC=1C=C(CNCCO)C=CC1Cl (2-[(3,4-dichlorobenzyl)amino]ethanol), Cl (hydrochloric acid), N(=NC(=O)OC(C)C)C(=O)OC(C)C (Diisopropyl azodicarboxylate), C1(=CC=CC=C1)P(C1=CC=CC=C1)C1=CC=CC=C1 (triphenylphosphine). The solvent is C(C)(=O)OCC (ethyl acetate), O1CCCC1 (tetrahydrofuran), O1CCCC1 (tetrahydrofuran). Reaction conditions: temperature 66 celsius, time 14 hour. Product: ClC=1C=C(CN2CC(OCC2)CN2C(C3=CC=CC=C3C2=O)=O)C=CC1Cl (2-{[4-(3,4-dichlorobenzyl)morpholin-2-yl]methyl}-1H-isoindole-1,3(2H)-dione), hydrochoride salt. As a reaction SMILES: [O:1]1[CH2:3][CH:2]1[CH2:4][N:5]1[C:13](=[O:14])[C:12]2[C:7](=[CH:8][CH:9]=[CH:10][CH:11]=2)[C:6]1=[O:15].[Cl:16][C:17]1[CH:18]=[C:19]([CH:25]=[CH:26][C:27]=1[Cl:28])[CH2:20][NH:21][CH2:22]CO.[C:29]1(P(C2C=CC=CC=2)C2C=CC=CC=2)C=CC=CC=1.N(C(OC(C)C)=O)=NC(OC(C)C)=O.Cl>O1CCCC1.C(OCC)(=O)C>[Cl:16][C:17]1[CH:18]=[C:19]([CH:25]=[CH:26][C:27]=1[Cl:28])[CH2:20][N:21]1[CH2:29][CH2:3][O:1][CH:2]([CH2:4][N:5]2[C:6](=[O:15])[C:7]3[C:12](=[CH:11][CH:10]=[CH:9][CH:8]=3)[C:13]2=[O:14])[CH2:22]1. Procedure details: To a solution of 2-(oxiran-2-ylmethyl)-1H-isoindole-1,3(2H)-dione (2 g) in tetrahydrofuran (4 ml) was added 2-[(3,4-dichlorobenzyl)amino]ethanol (2.16 g) with stirring, under a nitrogen atmosphere. The mixture was heated to 66° C. for 22 h, then cooled to 0° C. A further portion of tetrahydrofuran (10 ml) was added, followed by triphenylphosphine (2.88 g). Diisopropyl azodicarboxylate (2.2 g) was then added over 10 min. The mixture was stirred at 0° C. for a further 30 min, and at room temperatu...